Dataset: the Open Reaction Database (ORD), a public repository of structured organic reaction records. Task: describe an organic reaction: reactants, conditions, products, and yield Starting materials: ClC1=NC(=NC=N1)NC1=CC(=C(C(=C1)OC)OC)OC ((4-chloro-[1,3,5]triazin-2-yl)-(3,4,5-trimethoxy-phenyl)amine), N1C(CC2=CC=CC=C12)=O (Oxindole), CN(C)C=O (DMF), [H-].[Na+] (NaH), suspension. The solvent is C1CCOC1 (THF). Reaction conditions: time 30 minute. The product is COC=1C=C(C=C(C1OC)OC)NC1=NC(=NC=N1)C1=C(NC2=CC=CC=C12)O (3-[4-(3,4,5-trimethoxy-phenylamino)-[1,3,5]triazin-2-yl]-1H-indol-2-ol). As a reaction SMILES: [NH:1]1[C:9]2[C:4](=[CH:5][CH:6]=[CH:7][CH:8]=2)[CH2:3][C:2]1=[O:10].CN(C=O)C.[H-].[Na+].Cl[C:19]1[N:24]=[CH:23][N:22]=[C:21]([NH:25][C:26]2[CH:31]=[C:30]([O:32][CH3:33])[C:29]([O:34][CH3:35])=[C:28]([O:36][CH3:37])[CH:27]=2)[N:20]=1>C1COCC1>[CH3:33][O:32][C:30]1[CH:31]=[C:26]([NH:25][C:21]2[N:20]=[CH:19][N:24]=[C:23]([C:3]3[C:4]4[C:9](=[CH:8][CH:7]=[CH:6][CH:5]=4)[NH:1][C:2]=3[OH:10])[N:22]=2)[CH:27]=[C:28]([O:36][CH3:37])[C:29]=1[O:34][CH3:35] |f:2.3|. Procedure: Oxindole (176 mg, 1.32 mmol) was dissolved in a 1:1 mixture of THF:DMF (4 mL), under N2, at RT. NaH (53 mg of a 60% suspension in mineral oil, 1.32 mmol) was added, which produced a vigorous gas evolution. This mixture was stirred for 30 min at RT, then (4-chloro-[1,3,5]triazin-2-yl)-(3,4,5-trimethoxy-phenyl)amine (156 mg, 0.53 mmol) was added and the reaction was heated to 80° C. for 2 h. The reaction was cooled to RT, partially concentrated under reduced pressure, diluted with EtOAc, then extr... The reactants are [BH4-], COc1ccc(CSC2CC(C=NCc3cc(F)ccc3F)N(C(=O)OC(C)(C)C)C2)cc1, CO, [Na+], O. Yields the product COc1ccc(CSC2CC(CNCc3cc(F)ccc3F)N(C(=O)OC(C)(C)C)C2)cc1. Reaction SMILES: [BH4-:34].[C:1]([CH3:2])([CH3:3])([CH3:4])[O:5][C:6](=[O:7])[N:8]1[CH:9]([CH:23]=[N:24][CH2:25][c:26]2[c:27]([F:33])[cH:28][cH:29][c:30]([F:32])[cH:31]2)[CH2:10][CH:11]([S:13][CH2:14][c:15]2[cH:16][cH:17][c:18]([O:21][CH3:22])[cH:19][cH:20]2)[CH2:12]1.[CH3:37][OH:38].[Na+:35].[OH2:36]>>[C:1]([CH3:2])([CH3:3])([CH3:4])[O:5][C:6](=[O:7])[N:8]1[CH:9]([CH2:23][NH:24][CH2:25][c:26]2[c:27]([F:33])[cH:28][cH:29][c:30]([F:32])[cH:31]2)[CH2:10][CH:11]([S:13][CH2:14][c:15]2[cH:16][cH:17][c:18]([O:21][CH3:22])[cH:19][cH:20]2)[CH2:12]1. Reactants: N1C(CSCC1)=O (thiomorpholin-3-one), C(C)(C)[N-]C(C)C.[Li+] (lithium diisopropylamide), Cl (hydrochloric acid), ClC(=O)OCC (ethyl chloroformate). The solvent is O1CCCC1 (tetrahydrofuran). Reaction conditions: time 2 hour. Product: C(C)OC(=O)C1C(NCCS1)=O (3-oxothiomorpholine-2-carboxylic acid ethyl ester). The yield is 80.0%. Reaction SMILES: [NH:1]1[CH2:6][CH2:5][S:4][CH2:3][C:2]1=[O:7].C([N-]C(C)C)(C)C.[Li+].Cl[C:17]([O:19][CH2:20][CH3:21])=[O:18].Cl>O1CCCC1>[CH2:20]([O:19][C:17]([CH:3]1[S:4][CH2:5][CH2:6][NH:1][C:2]1=[O:7])=[O:18])[CH3:21] |f:1.2|. Reported procedure: A mixture of thiomorpholin-3-one (1 equivalent), tetrahydrofuran (5-40 parts), and lithium diisopropylamide (1-2 equivalents) is stirred at -10° to 50° C. for 1 to 3 hours. To this mixture is added ethyl chloroformate (1 to 2 equivalents). After 1 to 3 hours' stirring, the mixture is acidified with hydrochloric acid, concentrated, diluted with ethyl acetate, washed with water, dried, and concentrated to give 3-oxothiomorpholine-2-carboxylic acid ethyl ester in 80 to 90% yield. The reactants are CC1=NN(C(=C1C(=O)O)C)C1=CC(=CC=C1)[N+](=O)[O-] (3,5-dimethyl-1-(3-nitro-phenyl)-1H-pyrazole-4-carboxylic acid), N1(CCCC1)C1CCNCC1 (4-pyrrolidine-1-yl-piperidine). The product is CC1=NN(C(=C1C(=O)N1CCC(CC1)N1CCCC1)C)C1=CC(=CC=C1)[N+](=O)[O-] ([3,5-Dimethyl-1-(3-nitro-phenyl)-1H-pyrazol-4-yl]-(4-pyrrolidin-1-yl-piperidin-1-yl)-methanone). Yield: 93.0%. Reaction SMILES: [CH3:1][C:2]1[C:6]([C:7]([OH:9])=O)=[C:5]([CH3:10])[N:4]([C:11]2[CH:16]=[CH:15][CH:14]=[C:13]([N+:17]([O-:19])=[O:18])[CH:12]=2)[N:3]=1.[N:20]1([CH:25]2[CH2:30][CH2:29][NH:28][CH2:27][CH2:26]2)[CH2:24][CH2:23][CH2:22][CH2:21]1>>[CH3:1][C:2]1[C:6]([C:7]([N:28]2[CH2:29][CH2:30][CH:25]([N:20]3[CH2:24][CH2:23][CH2:22][CH2:21]3)[CH2:26][CH2:27]2)=[O:9])=[C:5]([CH3:10])[N:4]([C:11]2[CH:16]=[CH:15][CH:14]=[C:13]([N+:17]([O-:19])=[O:18])[CH:12]=2)[N:3]=1. Procedure details: In analogy to the procedure described in Example 18], 3,5-dimethyl-1-(3-nitro-phenyl)-1H-pyrazole-4-carboxylic acid and 4-pyrrolidine-1-yl-piperidine gave the tide compound in 93% yield as green foam. MS: 398.1 (MH+).